This data is from the Open Reaction Database (ORD), a public repository of structured organic reaction records. The task is: describe an organic reaction: reactants, conditions, products, and yield Reactants: CCO, N#Cc1nn(-c2c(Cl)cc(C(F)(F)F)cc2Cl)c(N)c1C1C=CCC1. The product is N#Cc1nn(-c2c(Cl)cc(C(F)(F)F)cc2Cl)c(N)c1C1CCCC1. As a reaction SMILES: [CH3:26][CH2:27][OH:28].[NH2:1][c:2]1[c:3]([CH:21]2[CH:22]=[CH:23][CH2:24][CH2:25]2)[c:4]([C:19]#[N:20])[n:5][n:6]1-[c:7]1[c:8]([Cl:18])[cH:9][c:10]([C:14]([F:15])([F:16])[F:17])[cH:11][c:12]1[Cl:13]>>[NH2:1][c:2]1[c:3]([CH:21]2[CH2:22][CH2:23][CH2:24][CH2:25]2)[c:4]([C:19]#[N:20])[n:5][n:6]1-[c:7]1[c:8]([Cl:18])[cH:9][c:10]([C:14]([F:15])([F:16])[F:17])[cH:11][c:12]1[Cl:13]. Reactants: C(C1=CC=CC=C1)OC(=O)N(C)C1=C(C=C(C=C1)[N+](=O)[O-])O (2-(N-benzyloxycarbonyl -N-methylamino)-5-nitrophenol), C(C)O (ethanol), C(C)(=O)OC(C)=O (acetic anhydride). The reagents and catalysts are [Fe] (iron). The solvent is C(C)(=O)O (acetic acid). Run at temperature 80 celsius. Yields the product C(C)(=O)NC=1C=CC(=C(C1)O)N(C)C(=O)OCC1=CC=CC=C1 (5-acetamido-2-(N-benzyloxycarbonyl -N-methylamino)phenol). Reaction SMILES: [CH2:1]([O:8][C:9]([N:11]([C:13]1[CH:18]=[CH:17][C:16]([N+:19]([O-])=O)=[CH:15][C:14]=1[OH:22])[CH3:12])=[O:10])[C:2]1[CH:7]=[CH:6][CH:5]=[CH:4][CH:3]=1.[CH2:23]([OH:25])[CH3:24].C(OC(=O)C)(=O)C>[Fe].C(O)(=O)C>[C:23]([NH:19][C:16]1[CH:17]=[CH:18][C:13]([N:11]([C:9]([O:8][CH2:1][C:2]2[CH:7]=[CH:6][CH:5]=[CH:4][CH:3]=2)=[O:10])[CH3:12])=[C:14]([OH:22])[CH:15]=1)(=[O:25])[CH3:24]. Procedure details: 3.3×10-2 mole (10 g) of 2-(N-benzyloxycarbonyl -N-methylamino)-5-nitrophenol is added to 40 g of iron powder in 60 ml of 96° strength ethanol mixed with 20 ml of acetic acid brought to 80° C., the temperature being maintained at 80° C. When the addition is complete, heating is maintained for 30 minutes. The inorganic salts present in the reaction medium are removed by filtration while hot. The filtrate is diluted with 800 ml of ice-cold water. 3.7×10-2 mole (3.5 ml) of acetic anhydride is then a... The reactants are FC=1C=C2C=CN=C(C2=CC1)O (6-fluoroisoquinolin-1-ol), C(C)(=O)O.C(C)(=O)O.IC1=CC=CC=C1 (iodobenzene diacetate), CS(=O)(=O)O (methanesulfonic acid). Run in CO (MeOH). Conditions: temperature 70 celsius, time 3 hour. The product is FC=1C=C2C(=CN=C(C2=CC1)O)OC (6-fluoro-4-methoxyisoquinolin-1-ol). Yield: 67.6%. Reaction SMILES: [F:1][C:2]1[CH:3]=[C:4]2[C:9](=[CH:10][CH:11]=1)[C:8]([OH:12])=[N:7][CH:6]=[CH:5]2.[C:13](O)(=[O:15])C.C(O)(=O)C.IC1C=CC=CC=1.CS(O)(=O)=O>CO>[F:1][C:2]1[CH:3]=[C:4]2[C:9](=[CH:10][CH:11]=1)[C:8]([OH:12])=[N:7][CH:6]=[C:5]2[O:15][CH3:13] |f:1.2.3|. Procedure details: 6-fluoroisoquinolin-1-ol (1 g, 6.13 mmol), iodobenzene diacetate (2.172 g, 6.74 mmol) and MeOH (15 ml) were added to a sealed tube. To the mixture was added methanesulfonic acid (0.477 ml, 7.36 mmol). The threaded stopper was affixed to the vessel and the mixture was heated first to 70° C. for 4 h and then to 130° C. for 3 h. The mixture was concentrated in vacuo to remove half of methanol, then 5 mL of water was added and the solid was collected by filtration and washed thoroughly with 1:1 meth... Reactants: COc1cc2nccc(Oc3ccc(CC(=O)O)cc3)c2cc1OC, ClC(Cl)Cl, O=C(Cl)C(=O)Cl. Product: COc1cc2nccc(Oc3ccc(CC(=O)Cl)cc3)c2cc1OC. As a reaction SMILES: [CH3:7][O:8][c:9]1[cH:10][c:11]2[c:12]([O:21][c:22]3[cH:23][cH:24][c:25]([CH2:28][C:29](=[O:30])[OH:31])[cH:26][cH:27]3)[cH:13][cH:14][n:15][c:16]2[cH:17][c:18]1[O:19][CH3:20].[CH:32]([Cl:33])([Cl:34])[Cl:35].[Cl:1][C:2]([C:3]([Cl:4])=[O:5])=[O:6]>>[Cl:1][C:29]([CH2:28][c:25]1[cH:24][cH:23][c:22]([O:21][c:12]2[c:11]3[cH:10][c:9]([O:8][CH3:7])[c:18]([O:19][CH3:20])[cH:17][c:16]3[n:15][cH:14][cH:13]2)[cH:27][cH:26]1)=[O:31]. As a reaction SMILES: [NH:1]1[C:9]2[C:4](=[CH:5][CH:6]=[CH:7][CH:8]=2)[CH:3]=[CH:2]1.[CH3:10][N:11]1[CH2:15][CH2:14][NH:13][C:12]1=[S:16].[I:17]I.[I-].[K+]>CO.O>[IH:17].[CH3:10][N:11]1[CH2:15][CH2:14][N:13]=[C:12]1[S:16][C:3]1[C:4]2[C:9](=[CH:8][CH:7]=[CH:6][CH:5]=2)[NH:1][CH:2]=1 |f:3.4,7.8|. Conditions: time 2 hour. The product is I.CN1C(=NCC1)SC1=CNC2=CC=CC=C12 (3-(1-methyl-2-imidazolin-2-ylthio)-indole hydriodide). Reported procedure: A mixture of 5.85 g indole in 50 ml methanol and 5.8 g 1-methyl-2-imidazolidinethione in 100 ml methanol is treated with a solution of 12.7 g of iodine and 25 g potassium iodide in 100 ml water. The mixture is stirred for 2 hours at room temperature, the clear solution is concentrated in vacuo to one third of the original volume and cooled. The solid which separates is filtered off and recrystallized from a mixture of methanol and ethyl acetate to give 3-(1-methyl-2-imidazolin-2-ylthio)-indole h... Starting materials: II (iodine), [I-].[K+] (potassium iodide), N1C=CC2=CC=CC=C12 (indole), CN1C(NCC1)=S (1-methyl-2-imidazolidinethione). Solvent: O (water), CO (methanol), CO (methanol). Yields the product FCC(CF)N1CCC(CC1)(F)COC1=C(C=C(C=C1)S(=O)(=O)N)[N+](=O)[O-] (4-((1-(1,3-difluoropropan-2-yl)-4-fluoropiperidin-4-yl)methoxy)-3-nitrobenzenesulfonamide). The solvent is ClCCl (dichloromethane). Conditions: time 15 minute. Procedure details: To a suspension of EXAMPLE 341C (0.100 g) and 1,3-difluoropropan-2-one (0.025 g) in dichloromethane (2 mL) was added sodium triacetoxyborohydride (0.071 g). After 15 minutes, N,N-dimethylformamide was added dropwise until an orange solution resulted (−15 drops). After stirring overnight additional 1,3-difluoropropan-2-one and sodium triacetoxyborohydride were added. After 3 hours, the reaction was loaded onto silica gel (Reveleris 40 g) and eluted with a gradient of 0.5-5% methanol/dichlorometha... Reactants: FCC(CF)=O (1,3-difluoropropan-2-one), C(C)(=O)O[BH-](OC(C)=O)OC(C)=O.[Na+] (sodium triacetoxyborohydride), CN(C=O)C (N,N-dimethylformamide), FC1(CCNCC1)COC1=C(C=C(C=C1)S(=O)(=O)N)[N+](=O)[O-] (4-((4-fluoropiperidin-4-yl)methoxy)-3-nitrobenzenesulfonamide), FCC(CF)=O (1,3-difluoropropan-2-one), C(C)(=O)O[BH-](OC(C)=O)OC(C)=O.[Na+] (sodium triacetoxyborohydride). Reaction SMILES: [F:1][C:2]1([CH2:8][O:9][C:10]2[CH:15]=[CH:14][C:13]([S:16]([NH2:19])(=[O:18])=[O:17])=[CH:12][C:11]=2[N+:20]([O-:22])=[O:21])[CH2:7][CH2:6][NH:5][CH2:4][CH2:3]1.[F:23][CH2:24][C:25](=O)[CH2:26][F:27].C(O[BH-](OC(=O)C)OC(=O)C)(=O)C.[Na+].CN(C)C=O>ClCCl>[F:23][CH2:24][CH:25]([N:5]1[CH2:6][CH2:7][C:2]([CH2:8][O:9][C:10]2[CH:15]=[CH:14][C:13]([S:16]([NH2:19])(=[O:18])=[O:17])=[CH:12][C:11]=2[N+:20]([O-:22])=[O:21])([F:1])[CH2:3][CH2:4]1)[CH2:26][F:27] |f:2.3|.